This data is from the Open Reaction Database (ORD), a public repository of structured organic reaction records. The task is: describe an organic reaction: reactants, conditions, products, and yield Starting materials: C1(CCCC1)OC=1C=C(C=CC1OC)[C@@H]1CN(C[C@H]1C(=O)OC)CC1=CC=CC=C1 (trans-3-(3-Cyclopentoxy-4-methoxyphenyl)-4-methoxycarbonyl-1-(phenylmethyl)pyrrolidine). Reagents/catalysts: [Pd] (Pd/C). Solvent: C(=O)O (HCO2H), CO (methanol), CO (methanol). Product: C1(CCCC1)OC=1C=C(C=CC1OC)[C@@H]1CNC[C@H]1C(=O)OC (trans-3-(3-cyclopentoxy-4-methoxyphenyl)-4-(methoxycarbonyl)pyrrolidine). Yield: 83.7%. Reaction SMILES: [CH:1]1([O:6][C:7]2[CH:8]=[C:9]([C@H:15]3[C@H:19]([C:20]([O:22][CH3:23])=[O:21])[CH2:18][N:17](CC4C=CC=CC=4)[CH2:16]3)[CH:10]=[CH:11][C:12]=2[O:13][CH3:14])[CH2:5][CH2:4][CH2:3][CH2:2]1>C(O)=O.CO.[Pd]>[CH:1]1([O:6][C:7]2[CH:8]=[C:9]([C@H:15]3[C@H:19]([C:20]([O:22][CH3:23])=[O:21])[CH2:18][NH:17][CH2:16]3)[CH:10]=[CH:11][C:12]=2[O:13][CH3:14])[CH2:2][CH2:3][CH2:4][CH2:5]1. Procedure details: trans-3-(3-Cyclopentoxy-4-methoxyphenyl)-4-methoxycarbonyl-1-(phenylmethyl)pyrrolidine (3.5 g, 8.6 mmol) was dissolved in 20 mL of 4% HCO2H:methanol. While stirring at room temperature, 10% Pd/C (450 mg) was added in small portions. After several hours the reaction was diluted with methanol. Filtration through Celite followed by concentration under reduced pressure yielded a yellow oil residue. This residue was partitioned between CH2Cl2 and sat. NaHCO3. The layers were separated and the aqueous... Starting materials: CN(CCNC(N(CCOC1=CC=C(C=C1)[N+](=O)[O-])C(C)C)=O)C (N'-[2-(dimethylamino)ethyl]-N-(1-methylethyl)-N-[2-(4-nitrophenoxy)ethyl]urea). Reagents/catalysts: [Pd] (palladium-on-charcoal). Product: CN(CCNC(N(CCOC1=CC=C(C=C1)N)C(C)C)=O)C (N'-[2-(Dimethylamino)ethyl]-N-(1-methylethyl)-N-[2-(4-aminophenoxy)ethyl]urea). As a reaction SMILES: [CH3:1][N:2]([CH3:24])[CH2:3][CH2:4][NH:5][C:6](=[O:23])[N:7]([CH:20]([CH3:22])[CH3:21])[CH2:8][CH2:9][O:10][C:11]1[CH:16]=[CH:15][C:14]([N+:17]([O-])=O)=[CH:13][CH:12]=1>[Pd]>[CH3:24][N:2]([CH3:1])[CH2:3][CH2:4][NH:5][C:6](=[O:23])[N:7]([CH:20]([CH3:21])[CH3:22])[CH2:8][CH2:9][O:10][C:11]1[CH:12]=[CH:13][C:14]([NH2:17])=[CH:15][CH:16]=1. Reported procedure: N'-[2-(dimethylamino)ethyl]-N-(1-methylethyl)-N-[2-(4-nitrophenoxy)ethyl]urea, free base in Example 62, is hydrogenated over palladium-on-charcoal catalyst to give the title compound. Reactants: C(#N)[BH3-].[Na+] (sodium cyanoborohydride), Cl (hydrochloric acid), C(C1=CC=CC=C1)SC[C@H](N)C(=O)O (S-benzyl-L-cysteine), O=C(C(=O)OCC)CCC1=CC=CC=C1 (2-oxo-4-phenylbutyric acid, ethyl ester). Solvent: ice water, C(C)O (ethanol). Reaction conditions: time 48 hour. The product is [OH-].[NH4+] (ammonium hydroxide), C(=O)(OCC)[C@H](CCC1=CC=CC=C1)N[C@@H](CSCC1=CC=CC=C1)C(=O)O (N-[1(S)-carboethoxy-3-phenylpropyl]-S-benzyl-(R)-cysteine). Isolated yield 7.0%. RXN SMILES: [CH2:1]([S:8][CH2:9][C@@H:10]([C:12]([OH:14])=[O:13])[NH2:11])[C:2]1[CH:7]=[CH:6][CH:5]=[CH:4][CH:3]=1.O=[C:16]([CH2:22][CH2:23][C:24]1[CH:29]=[CH:28][CH:27]=[CH:26][CH:25]=1)[C:17]([O:19][CH2:20][CH3:21])=[O:18].C([BH3-])#N.[Na+].Cl>C(O)C>[OH-:13].[NH4+:11].[C:17]([C@@H:16]([NH:11][C@H:10]([C:12]([OH:14])=[O:13])[CH2:9][S:8][CH2:1][C:2]1[CH:7]=[CH:6][CH:5]=[CH:4][CH:3]=1)[CH2:22][CH2:23][C:24]1[CH:25]=[CH:26][CH:27]=[CH:28][CH:29]=1)([O:19][CH2:20][CH3:21])=[O:18] |f:2.3,6.7|. Procedure: Stir 10.5 g of S-benzyl-L-cysteine and 11.0 g of 2-oxo-4-phenylbutyric acid, ethyl ester in 1000 ml of absolute ethanol at room temperature for 24 hours. Add 5.28 g of sodium cyanoborohydride and stir the resulting mixture at room temperature for 48 hours. Concentrate this mixture in vacuo at 30° C. to give a white residue. Suspend the residue in ice-water, add concentrated hydrochloric acid to maintain pH 2-4, and stir this mixture for 11/2-2 hours. Absorb this aqueous solution on XAD-2 (Rohm &... The reactants are BrC=1C(=CC2=C(C(=C(O2)I)C(=O)NC)C1)N(S(=O)(=O)C)C (5-bromo-2-iodo-N-methyl-6-(N-methylmethylsulfonamido)benzofuran-3-carboxamide), N1CCOCC1 (morpholine). Run in N1=CC=CC=C1 (pyridine). Run at temperature 60 celsius, time 3 hour. The product is BrC=1C(=CC2=C(C(=C(O2)N2CCOCC2)C(=O)NC)C1)N(S(=O)(=O)C)C (5-bromo-N-methyl-6-(N-methylmethylsulfonamido)-2-morpholinobenzofuran-3-carboxamide). Yield: 44.8%. As a reaction SMILES: [Br:1][C:2]1[C:3]([N:16]([CH3:21])[S:17]([CH3:20])(=[O:19])=[O:18])=[CH:4][C:5]2[O:9][C:8](I)=[C:7]([C:11]([NH:13][CH3:14])=[O:12])[C:6]=2[CH:15]=1.[NH:22]1[CH2:27][CH2:26][O:25][CH2:24][CH2:23]1>N1C=CC=CC=1>[Br:1][C:2]1[C:3]([N:16]([CH3:21])[S:17]([CH3:20])(=[O:19])=[O:18])=[CH:4][C:5]2[O:9][C:8]([N:22]3[CH2:27][CH2:26][O:25][CH2:24][CH2:23]3)=[C:7]([C:11]([NH:13][CH3:14])=[O:12])[C:6]=2[CH:15]=1. Procedure details: To a suspension of compound 5-bromo-2-iodo-N-methyl-6-(N-methylmethylsulfonamido)benzofuran-3-carboxamide (50 mg, 0.1 mmol) in pyridine (3 mL) was added morpholine (18 mg, 0.2 mol) under N2, and then the mixture was stirred at 60° C. for 3 hours. After concentration in vacuo, DCM was added and the resulting residue was washed with 10% HCl (a.q., 3 mL) and dried over Na2SO4. After concentration, the residue was purified by prep-TLC (DCM:MeOH=20:1) to give the product of 5-bromo-N-methyl-6-(N-meth... Reactants: OC1=C(C(=O)NC2=C3C=CNC3=CC=C2)C=CC=C1 (2-hydroxy-N-(1H-indol-4-yl)benzamide), C([O-])([O-])=O.[K+].[K+] (potassium carbonate), BrCCCCBr (1,4-dibromobutane). Solvent: CC(=O)C (acetone). The product is BrCCCCOC1=C(C(=O)NC2=C3C=CNC3=CC=C2)C=CC=C1 (2-(4-bromobutoxy) -N-(1H-indol-4-yl)benzamide). Reaction SMILES: [OH:1][C:2]1[CH:19]=[CH:18][CH:17]=[CH:16][C:3]=1[C:4]([NH:6][C:7]1[CH:15]=[CH:14][CH:13]=[C:12]2[C:8]=1[CH:9]=[CH:10][NH:11]2)=[O:5].C(=O)([O-])[O-].[K+].[K+].[Br:26][CH2:27][CH2:28][CH2:29][CH2:30]Br>CC(C)=O>[Br:26][CH2:27][CH2:28][CH2:29][CH2:30][O:1][C:2]1[CH:19]=[CH:18][CH:17]=[CH:16][C:3]=1[C:4]([NH:6][C:7]1[CH:15]=[CH:14][CH:13]=[C:12]2[C:8]=1[CH:9]=[CH:10][NH:11]2)=[O:5] |f:1.2.3|. Reported procedure: A suspension of 7.5 g of 2-hydroxy-N-(1H-indol-4-yl)benzamide and 8.28 g of potassium carbonate in 150 ml of acetone was refluxed for 75 minutes with 18 ml of 1,4-dibromobutane and the mixture was cooled. The precipitate was filtered off and rinsed with acetone and the filtrate was evaporated to dryness. The residue was purified by chromatography over silica (eluant: methylene chloride/ethyl acetate 9:1), followed by crystallization from ethyl acetate to obtain 2-(4-bromobutoxy) -N-(1H-indol-4-y... Reactants: [H][H] (hydrogen), O[C@@H]1CN(CC[C@H]1NC(C1=C(C=CC=C1)OCC1=CC=CC=C1)=O)C(CC(C(=O)N(C)C)(C1=CC=CC=C1)C1=CC=CC=C1)C (trans-3-hydroxy-N,N,γ-trimethyl-α,α-diphenyl-4-[[2-(phenylmethoxy)benzoyl]amino]-1-piperidinebutanamide). Reagents/catalysts: [Pd] (palladium-on-charcoal). The solvent is CO (methanol). Product: O[C@@H]1CN(CC[C@H]1NC(C1=C(C=CC=C1)O)=O)C(CC(C(=O)N(C)C)(C1=CC=CC=C1)C1=CC=CC=C1)C (trans-3-hydroxy-4-[(2-hydroxybenzoyl)-amino]-N,N,γ-trimethyl-α,α-diphenyl-1-piperidinebutanamide). Yield: 63.0%. Reaction SMILES: [OH:1][C@H:2]1[C@H:7]([NH:8][C:9](=[O:24])[C:10]2[CH:15]=[CH:14][CH:13]=[CH:12][C:11]=2[O:16]CC2C=CC=CC=2)[CH2:6][CH2:5][N:4]([CH:25]([CH3:45])[CH2:26][C:27]([C:39]2[CH:44]=[CH:43][CH:42]=[CH:41][CH:40]=2)([C:33]2[CH:38]=[CH:37][CH:36]=[CH:35][CH:34]=2)[C:28]([N:30]([CH3:32])[CH3:31])=[O:29])[CH2:3]1.[H][H]>[Pd].CO>[OH:1][C@H:2]1[C@H:7]([NH:8][C:9](=[O:24])[C:10]2[CH:15]=[CH:14][CH:13]=[CH:12][C:11]=2[OH:16])[CH2:6][CH2:5][N:4]([CH:25]([CH3:45])[CH2:26][C:27]([C:33]2[CH:34]=[CH:35][CH:36]=[CH:37][CH:38]=2)([C:39]2[CH:44]=[CH:43][CH:42]=[CH:41][CH:40]=2)[C:28]([N:30]([CH3:31])[CH3:32])=[O:29])[CH2:3]1. Procedure details: A mixture of 2.7 parts of trans-3-hydroxy-N,N,γ-trimethyl-α,α-diphenyl-4-[[2-(phenylmethoxy)benzoyl]amino]-1-piperidinebutanamide and 120 parts of methanol was hydrogenated at normal pressure and at room temperature with 2 parts of palladium-on-charcoal catalyst 10%. After the calculated amount of hydrogen was taken up, the catalyst was filtered off and the filtrate was evaporated. The residue was purified by column chromatography over silica gel using a mixture of trichloromethane and methanol ... The reactants are NC1=NC=2C=C(C=CC2C2=C1N=C(N2CC(C)(C)NC(C)=O)COCC)OCCCCCCN (N-{2-[4-amino-7-(6-aminohexyloxy)-2-ethoxymethyl-1H-imidazo[4,5-c]quinolin-1-yl]-1,1-dimethylethyl}acetamide), C(C)(=O)Cl (acetyl chloride), CS(=O)(=O)OS(=O)(=O)C (methanesulfonic anhydride). The product is C(C)(=O)NCCCCCCOC=1C=CC=2C3=C(C(=NC2C1)N)N=C(N3CC(C)(C)NC(C)=O)COCC (N-(2-{7-[6-(acetylamino)hexyloxy]-4-amino-2-ethoxymethyl-1H-imidazo[4,5-c]quinolin-1-yl}-1,1-dimethylethyl)acetamide). Yield: 36.7%. As a reaction SMILES: [NH2:1][C:2]1[C:11]2[N:12]=[C:13]([CH2:23][O:24][CH2:25][CH3:26])[N:14]([CH2:15][C:16]([NH:19][C:20](=[O:22])[CH3:21])([CH3:18])[CH3:17])[C:10]=2[C:9]2[CH:8]=[CH:7][C:6]([O:27][CH2:28][CH2:29][CH2:30][CH2:31][CH2:32][CH2:33][NH2:34])=[CH:5][C:4]=2[N:3]=1.[C:35](Cl)(=[O:37])[CH3:36].CS(OS(C)(=O)=O)(=O)=O>>[C:35]([NH:34][CH2:33][CH2:32][CH2:31][CH2:30][CH2:29][CH2:28][O:27][C:6]1[CH:7]=[CH:8][C:9]2[C:10]3[N:14]([CH2:15][C:16]([NH:19][C:20](=[O:22])[CH3:21])([CH3:18])[CH3:17])[C:13]([CH2:23][O:24][CH2:25][CH3:26])=[N:12][C:11]=3[C:2]([NH2:1])=[N:3][C:4]=2[CH:5]=1)(=[O:37])[CH3:36]. Procedure details: A modification of the method described in Part K of Example 45 was followed using N-{2-[4-amino-7-(6-aminohexyloxy)-2-ethoxymethyl-1H-imidazo[4,5-c]quinolin-1-yl]-1,1-dimethylethyl}acetamide (1.2 g, 2.5 mmol) as the starting material and acetyl chloride (200 μL, 3 mmol) in lieu of methanesulfonic anhydride. Following chromatographic purification, the solid was recrystallized from acetonitrile, and the crystals were dissolved in dichloromethane:methanol, concentrated under reduced pressure, and f...